From a dataset of the Open Reaction Database (ORD), a public repository of structured organic reaction records. describe an organic reaction: reactants, conditions, products, and yield The reactants are C(C)(C)(C)OC(=O)N1C[C@H]2C(CC[C@@H]([C@H]2C1)O)(C1=CC=CC=C1)C1=CC=CC=C1 ((3aR, 4S, 7aR)-2-tert-butyloxycarbonyl-7,7-diphenyl-4-perhydroisoindolol), S(=O)(Cl)Cl (thionyl chloride). Yields the product C(C)(C)(C)OC(=O)N1C[C@@H]2[C@H](CCC([C@@H]2C1)(C1=CC=CC=C1)C1=CC=CC=C1)Cl ((3aR, 7S, 7aR)-2-tert-butyloxycarbonyl-7-chloro-4,4-diphenylperhydroisoindole). Reaction SMILES: [C:1]([O:5][C:6]([N:8]1[CH2:16][C@H:15]2[C@H:10]([C:11]([C:24]3[CH:29]=[CH:28][CH:27]=[CH:26][CH:25]=3)([C:18]3[CH:23]=[CH:22][CH:21]=[CH:20][CH:19]=3)[CH2:12][CH2:13][C@@H:14]2O)[CH2:9]1)=[O:7])([CH3:4])([CH3:3])[CH3:2].S(Cl)([Cl:32])=O>>[C:1]([O:5][C:6]([N:8]1[CH2:9][C@@H:10]2[C@@H:15]([C@@H:14]([Cl:32])[CH2:13][CH2:12][C:11]2([C:24]2[CH:29]=[CH:28][CH:27]=[CH:26][CH:25]=2)[C:18]2[CH:23]=[CH:22][CH:21]=[CH:20][CH:19]=2)[CH2:16]1)=[O:7])([CH3:4])([CH3:3])[CH3:2]. Procedure: A solution of 1 g of (3aR, 4S, 7aR)-2-tert-butyloxycarbonyl-7,7-diphenyl-4-perhydroisoindolol in 10 cm3 of thionyl chloride is stirred for 3 hours at 80° C. The reaction mixture is then concentrated to dryness under reduced pressure (2.7 kPa). 1.03 g of (3aR, 7S, 7aR)-2-tert-butyloxycarbonyl-7-chloro-4,4-diphenylperhydroisoindole are obtained in the form of a solid which is used in the crude state in the following test.